From a dataset of the Open Reaction Database (ORD), a public repository of structured organic reaction records. describe an organic reaction: reactants, conditions, products, and yield Product: C(C)C1=CC=C(C=C1)C1CN(CC(C1)C1=NC(=NO1)C1=CC=CC=C1)C(=O)N1CCOCC1 (4-{[3-(4-Ethylphenyl)-5-(3-phenyl-1,2,4-oxadiazol-5-yl)piperidin-1-yl]carbonyl}morpholine). Reported procedure: 400 mg (1.16 mmol) of 5-(4-ethylphenyl)-1-(morpholin-4-ylcarbonyl)piperidine-3-carboxylic acid (Example 38A) and 173 mg (1.27 mmol, 1.1 eq.) of N′-hydroxybenzenecarboximidamide were reacted according to the General Method 1. Yield: 373 mg (72% of theory) RXN SMILES: [CH2:1]([C:3]1[CH:8]=[CH:7][C:6]([CH:9]2[CH2:14][N:13]([C:15]([N:17]3[CH2:22][CH2:21][O:20][CH2:19][CH2:18]3)=[O:16])[CH2:12][CH:11]([C:23]([OH:25])=O)[CH2:10]2)=[CH:5][CH:4]=1)[CH3:2].O[N:27]=[C:28]([C:30]1[CH:35]=[CH:34][CH:33]=[CH:32][CH:31]=1)[NH2:29]>>[CH2:1]([C:3]1[CH:8]=[CH:7][C:6]([CH:9]2[CH2:10][CH:11]([C:23]3[O:25][N:29]=[C:28]([C:30]4[CH:35]=[CH:34][CH:33]=[CH:32][CH:31]=4)[N:27]=3)[CH2:12][N:13]([C:15]([N:17]3[CH2:22][CH2:21][O:20][CH2:19][CH2:18]3)=[O:16])[CH2:14]2)=[CH:5][CH:4]=1)[CH3:2]. Starting materials: C(C)C1=CC=C(C=C1)C1CC(CN(C1)C(=O)N1CCOCC1)C(=O)O (5-(4-Ethylphenyl)-1-(morpholin-4-ylcarbonyl)piperidine-3-carboxylic acid), ON=C(N)C1=CC=CC=C1 (N′-hydroxybenzenecarboximidamide). Reactants: ClC1=NC=C(C(=N1)NC1=C(C=C(C=C1)OC)N1N=CC=C1)Cl ((2,5-Dichloro-pyrimidin-4-yl)-(4-methoxy-2-pyrazol-1-yl-phenyl)-amine), O1C(COCC1)CN1CCC2=C(CC1)C=C(C(=C2)N)OC (3-1,4-Dioxinan-2-ylmethyl-8-methoxy-2,3,4,5-tetra hydro-1H-3-benzazepin-7-ylamine). The product is ClC=1C(=NC(=NC1)NC1=CC2=C(CCN(CC2)CC2OCCOC2)C=C1OC)NC1=C(C=C(C=C1)OC)N1N=CC=C1 (5-Chloro-N*2*-(3-[1,4]dioxan-2-ylmethyl-8-methoxy-2,3,4,5-tetrahydro-1H-benzo[d]azepin-7-yl)-N*4*-(4-methoxy-2-pyrazol-1-yl-phenyl)-pyrimidine-2,4-diamine), O1C(COCC1)CN1CCC2=C(CC1)C=C(C(=C2)N)OC (3-1,4-Dioxinan-2-ylmethyl-8-methoxy-2,3,4,5-tetrahydro-1H-3-benzazepin-7-ylamine). As a reaction SMILES: Cl[C:2]1[N:7]=[C:6]([NH:8][C:9]2[CH:14]=[CH:13][C:12]([O:15][CH3:16])=[CH:11][C:10]=2[N:17]2[CH:21]=[CH:20][CH:19]=[N:18]2)[C:5]([Cl:22])=[CH:4][N:3]=1.[O:23]1[CH2:28][CH2:27][O:26][CH2:25][CH:24]1[CH2:29][N:30]1[CH2:36][CH2:35][C:34]2[CH:37]=[C:38]([O:42][CH3:43])[C:39]([NH2:41])=[CH:40][C:33]=2[CH2:32][CH2:31]1>>[Cl:22][C:5]1[C:6]([NH:8][C:9]2[CH:14]=[CH:13][C:12]([O:15][CH3:16])=[CH:11][C:10]=2[N:17]2[CH:21]=[CH:20][CH:19]=[N:18]2)=[N:7][C:2]([NH:41][C:39]2[C:38]([O:42][CH3:43])=[CH:37][C:34]3[CH2:35][CH2:36][N:30]([CH2:29][CH:24]4[CH2:25][O:26][CH2:27][CH2:28][O:23]4)[CH2:31][CH2:32][C:33]=3[CH:40]=2)=[N:3][CH:4]=1.[O:23]1[CH2:28][CH2:27][O:26][CH2:25][CH:24]1[CH2:29][N:30]1[CH2:36][CH2:35][C:34]2[CH:37]=[C:38]([O:42][CH3:43])[C:39]([NH2:41])=[CH:40][C:33]=2[CH2:32][CH2:31]1. Procedure: (2,5-Dichloro-pyrimidin-4-yl)-(4-methoxy-2-pyrazol-1-yl-phenyl)-amine, of Example 611c, was reacted with 3-1,4-Dioxinan-2-ylmethyl-8-methoxy-2,3,4,5-tetra hydro-1H-3-benzazepin-7-ylamine, in a similar manner as Example 601b, to yield desired product 3-1,4-Dioxinan-2-ylmethyl-8-methoxy-2,3,4,5-tetrahydro-1H-3-benzazepin-7-ylamine as a lyophylate (40%); 1H NMR (400 MHz, DMSO-d6) δ 9.91 (s, 2H), 8.20 (s, 1H), 8.13 (s, 1H), 8.09 (s, 1H), 7.87 (d, J=9.01 Hz, 1H), 7.80 (s, 1H), 7.59 (s, 1H), 7.24 (s, ... Reactants: ethylene-propylene, C=CC1=CC=CC=C1 (styrene), C(C=C)#N (acrylonitrile). The product is C(=CC1=CC=CC=C1)C=CC#N (styrene-acrylonitrile). The yield is 684.5%. As a reaction SMILES: [CH2:1]=[CH:2][C:3]1[CH:8]=[CH:7][CH:6]=[CH:5][CH:4]=1.[C:9](#[N:12])[CH:10]=[CH2:11]>>[CH:1]([CH:11]=[CH:10][C:9]#[N:12])=[CH:2][C:3]1[CH:8]=[CH:7][CH:6]=[CH:5][CH:4]=1. Reported procedure: Polymerization reaction was carried out in the same way as in Example 6 by employing 520 g of ethylene-propylene block copolymer (PEP), 430 g of styrene and 50 g of acrylonitrile to obtain 1001 g of styrene-acrylonitrile-modified ethylene-propylene block copolymer particles. Reactants: OCCN(C(C1=CC=CC=C1)=O)CCO (N,N-bis(2-hydroxyethyl)benzamide), C(CCCCCCCCCCC)(=O)Cl (lauroyl chloride). Yields the product C(CCCCCCCCCCC)(=O)OCCN(C(C1=CC=CC=C1)=O)CCOC(CCCCCCCCCCC)=O (N,N-bis(2-lauroyloxyethyl)benzamide). RXN SMILES: [OH:1][CH2:2][CH2:3][N:4]([CH2:13][CH2:14][OH:15])[C:5](=[O:12])[C:6]1[CH:11]=[CH:10][CH:9]=[CH:8][CH:7]=1.[C:16](Cl)(=[O:28])[CH2:17][CH2:18][CH2:19][CH2:20][CH2:21][CH2:22][CH2:23][CH2:24][CH2:25][CH2:26][CH3:27]>>[C:16]([O:1][CH2:2][CH2:3][N:4]([CH2:13][CH2:14][O:15][C:16](=[O:28])[CH2:17][CH2:18][CH2:19][CH2:20][CH2:21][CH2:22][CH2:23][CH2:24][CH2:25][CH2:26][CH3:27])[C:5](=[O:12])[C:6]1[CH:7]=[CH:8][CH:9]=[CH:10][CH:11]=1)(=[O:28])[CH2:17][CH2:18][CH2:19][CH2:20][CH2:21][CH2:22][CH2:23][CH2:24][CH2:25][CH2:26][CH3:27]. Reported procedure: N,N-bis(2-lauroyloxyethyl)-benzamide was prepared by the procedure of example 1 from 19.5 gms. (0.1 mole) of N,N-bis(2-hydroxyethyl)benzamide and 44 gms. (0.2 mole) of lauroyl chloride. The structure of the final product was characterized on the basis of IR and NMR spectral analyses as described in example 1. Starting materials: CO, S=C1CN=C(c2ccccn2)c2cc(Cl)ccc2N1, N, C1CCOC1. The product is NC1=Nc2ccc(Cl)cc2C(c2ccccn2)=NC1. As a reaction SMILES: [CH3:2][OH:3].[Cl:4][c:5]1[cH:6][cH:7][c:8]2[c:9]([cH:22]1)[C:10]([c:16]1[n:17][cH:18][cH:19][cH:20][cH:21]1)=[N:11][CH2:12][C:13](=[S:15])[NH:14]2.[NH3:1].[O:23]1[CH2:24][CH2:25][CH2:26][CH2:27]1>>[NH2:1][C:13]1=[N:14][c:8]2[cH:7][cH:6][c:5]([Cl:4])[cH:22][c:9]2[C:10]([c:16]2[n:17][cH:18][cH:19][cH:20][cH:21]2)=[N:11][CH2:12]1. The reactants are COc1cccc(F)c1CO, O=S(Cl)Cl, c1ccccc1. Product: COc1cccc(F)c1CCl. As a reaction SMILES: [F:1][c:2]1[c:3]([CH2:4][OH:5])[c:6]([O:10][CH3:11])[cH:7][cH:8][cH:9]1.[S:12]([Cl:13])([Cl:14])=[O:15].[cH:16]1[cH:17][cH:18][cH:19][cH:20][cH:21]1>>[F:1][c:2]1[c:3]([CH2:4][Cl:14])[c:6]([O:10][CH3:11])[cH:7][cH:8][cH:9]1. Reactants: ( 3 ), ( 0.1 ), CC=1C(C(CCC1)(C)C)C(C=C(C)C)=O (2,6,6-Trimethyl-1-[3-methylcrotonoyl]-2-cyclohexene), ( 0.1 ), ( 18 ), ( 15 ), ( 26 ), ( 6 ), ( 100 ), CC(CC(C)=O)(C=CC)C (4,4-dimethyl-5-hepten-2-one), ( 9 ), ( 1 ), ( 0.1 ), CC=1C(C(CCC1)(C)C)C(C=C(C)C)=O (2,6,6-Trimethyl-1-[3-methylcrotonoyl]-2-cyclohexene). Yields the product CC12C(C(CCC1)(C)C)(O2)C(\C=C/C)=O (Cis-2,6,6 -trimethyl-1-crotonoyl-1,2-epoxycyclohexane). RXN SMILES: [CH3:1][C:2]1[CH:3]([C:10](=[O:15])[CH:11]=[C:12](C)[CH3:13])[C:4]([CH3:9])([CH3:8])[CH2:5][CH2:6][CH:7]=1.CC(C)(C=CC)CC(=[O:21])C>>[CH3:1][C:2]12[O:21][C:3]1([C:10](=[O:15])/[CH:11]=[CH:12]\[CH3:13])[C:4]([CH3:9])([CH3:8])[CH2:5][CH2:6][CH2:7]2. Procedure: MS: M+ = 208 (0.1); m/e: 193 (1); 175 (0.1); 165 (0.1); 151 (15); 135 (2); 123 (9); 111 (6); 95 (4); 81 (2); 69 (100); 55 (18); 41 (26) 29 (3). Product: COCOC1=CC=CC2=C1C[C@H](O[C@H]2C[N+](=O)[O-])C2=CC=CC=C2 ([1R,3S] 3,4-Dihydro-5-methoxymethoxy-1-nitromethyl-3-phenyl-1H-2-benzopyran). Procedure details: A solution of 1.81 g (6.3 mmol) of 3,4-dihydro-1-hydroxy-5-methoxymethoxy-3-phenyl-1H-2-benzopyran (the product of Step 2 of Example 89) and 488 mg (1.8 mmol) of ammonium acetate in 30 mL of nitromethane was heated at reflux for 3 days and then concentrated in vacuo, the concentrate was poured into 30 mL of a 1M aqueous hydrochloric acid solution and the cloudy mixture was extracted with 2×150 mL of ethyl acetate. The organic extract was washed with brine, dried over anhydrous sodium sulfate, fi... Reactants: OC1OC(CC2=C1C=CC=C2OCOC)C2=CC=CC=C2 (3,4-dihydro-1-hydroxy-5-methoxymethoxy-3-phenyl-1H-2-benzopyran), OC1OC(CC2=C1C=CC=C2OCOC)C2=CC=CC=C2 (3,4-dihydro-1-hydroxy-5-methoxymethoxy-3-phenyl-1H-2-benzopyran), C(C)(=O)[O-].[NH4+] (ammonium acetate), [N+](=O)([O-])C (nitromethane). As a reaction SMILES: O[CH:2]1[C:7]2[CH:8]=[CH:9][CH:10]=[C:11]([O:12][CH2:13][O:14][CH3:15])[C:6]=2[CH2:5][CH:4]([C:16]2[CH:21]=[CH:20][CH:19]=[CH:18][CH:17]=2)[O:3]1.C([O-])(=O)C.[NH4+].[N+:27]([CH3:30])([O-:29])=[O:28]>>[CH3:15][O:14][CH2:13][O:12][C:11]1[C:6]2[CH2:5][C@@H:4]([C:16]3[CH:21]=[CH:20][CH:19]=[CH:18][CH:17]=3)[O:3][C@@H:2]([CH2:30][N+:27]([O-:29])=[O:28])[C:7]=2[CH:8]=[CH:9][CH:10]=1 |f:1.2|. Yield: 11.0%. Starting materials: C(C)OC(=O)N1CCN(CC1)C([C@H](CCC(=O)OC(C)(C)C)NC(=O)C1=NN(C(=C1)OCC(=O)O)C1=CC(=C(C=C1)F)F)=O (4-((S)-4-tert-Butoxycarbonyl-2-{[5-carboxymethoxy-1-(3,4-difluoro-phenyl)-1H-pyrazole-3-carbonyl]-amino}-butyryl)-piperazine-1-carboxylic acid ethyl ester), C=1C=CC2=C(C1)N=NN2O (HOBt), CCN(C(C)C)C(C)C (DIPEA), Cl.C(C1=CC=CC=C1)OC([C@H]1NCCC1)=O (L-proline benzyl ester hydrochloride). Solvent: C(C)(=O)OCC (ethyl acetate), C(CCl)Cl (EDC), CN(C)C=O (DMF). Run at time 12 hour. Yields the product C(C)OC(=O)N1CCN(CC1)C([C@H](CCC(=O)OC(C)(C)C)NC(=O)C1=NN(C(=C1)OCC(=O)N1[C@@H](CCC1)C(=O)OCC1=CC=CC=C1)C1=CC(=C(C=C1)F)F)=O (4-((S)-2-{[5-[2-((S)-2-Benzyloxycarbonyl-pyrrolidin-1-yl)-2-oxo-ethoxy]-1-(3,4-difluoro-phenyl)-1H-pyrazole-3-carbonyl]-amino}-4-tert-butoxycarbonyl-butyryl)-piperazine-1-carboxylic acid ethyl ester). As a reaction SMILES: [CH2:1]([O:3][C:4]([N:6]1[CH2:11][CH2:10][N:9]([C:12](=[O:44])[C@@H:13]([NH:23][C:24]([C:26]2[CH:30]=[C:29]([O:31][CH2:32][C:33](O)=[O:34])[N:28]([C:36]3[CH:41]=[CH:40][C:39]([F:42])=[C:38]([F:43])[CH:37]=3)[N:27]=2)=[O:25])[CH2:14][CH2:15][C:16]([O:18][C:19]([CH3:22])([CH3:21])[CH3:20])=[O:17])[CH2:8][CH2:7]1)=[O:5])[CH3:2].C1C=CC2N(O)N=NC=2C=1.CCN(C(C)C)C(C)C.Cl.[CH2:65]([O:72][C:73](=[O:79])[C@@H:74]1[CH2:78][CH2:77][CH2:76][NH:75]1)[C:66]1[CH:71]=[CH:70][CH:69]=[CH:68][CH:67]=1>CN(C=O)C.C(OCC)(=O)C.C(Cl)CCl>[CH2:1]([O:3][C:4]([N:6]1[CH2:7][CH2:8][N:9]([C:12](=[O:44])[C@@H:13]([NH:23][C:24]([C:26]2[CH:30]=[C:29]([O:31][CH2:32][C:33]([N:75]3[CH2:76][CH2:77][CH2:78][C@H:74]3[C:73]([O:72][CH2:65][C:66]3[CH:67]=[CH:68][CH:69]=[CH:70][CH:71]=3)=[O:79])=[O:34])[N:28]([C:36]3[CH:41]=[CH:40][C:39]([F:42])=[C:38]([F:43])[CH:37]=3)[N:27]=2)=[O:25])[CH2:14][CH2:15][C:16]([O:18][C:19]([CH3:22])([CH3:21])[CH3:20])=[O:17])[CH2:10][CH2:11]1)=[O:5])[CH3:2] |f:3.4|. Procedure details: To a solution of 2.5 g 4-((S)-4-tert-Butoxycarbonyl-2-{[5-carboxymethoxy-1-(3,4-difluoro-phenyl)-1H-pyrazole-3-carbonyl]-amino}-butyryl)-piperazine-1-carboxylic acid ethyl ester in 30 ml DMF were added 0.614 g HOBt, 1.32 ml DIPEA and 0.969 g L-proline benzyl ester hydrochloride at RT. Then 0.769 g EDC were added portionwise and the suspension stirred at RT for 12 h. The reaction mixture was diluted with ethyl acetate and subsequently extracted with aqueous LiCl (4% w/w), 0.1 M HCl and aqueous Na... RXN SMILES: [C:22]([O:23][CH2:24][CH3:25])(=[O:26])[CH3:27].[CH3:1][O:2][C:3](=[O:4])[c:5]1[n:6][c:7]([O:15][CH2:16][CH:17]2[CH2:18][CH2:19]2)[c:8]([NH:11][CH:12]2[CH2:13][CH2:14]2)[cH:9][cH:10]1.[CH3:28][OH:29].[Na+:21].[OH-:20]>>[O:2]=[C:3]([OH:4])[c:5]1[n:6][c:7]([O:15][CH2:16][CH:17]2[CH2:18][CH2:19]2)[c:8]([NH:11][CH:12]2[CH2:13][CH2:14]2)[cH:9][cH:10]1. The product is O=C(O)c1ccc(NC2CC2)c(OCC2CC2)n1. Starting materials: CCOC(C)=O, COC(=O)c1ccc(NC2CC2)c(OCC2CC2)n1, CO, [Na+], [OH-].